Dataset: the Open Reaction Database (ORD), a public repository of structured organic reaction records. Task: describe an organic reaction: reactants, conditions, products, and yield Reactants: C[O-], CO, ClCc1ccccc1, [Na+], CC(C(=O)O)c1ccc2cc(O)ccc2c1. Yields the product CC(C(=O)O)c1ccc2cc(OCc3ccccc3)ccc2c1. RXN SMILES: [CH3:17][O-:18].[CH3:28][OH:29].[Cl:20][CH2:21][c:22]1[cH:23][cH:24][cH:25][cH:26][cH:27]1.[Na+:19].[OH:1][c:2]1[cH:3][c:4]2[cH:5][cH:6][c:7]([CH:12]([C:13](=[O:14])[OH:15])[CH3:16])[cH:8][c:9]2[cH:10][cH:11]1>>[O:1]([c:2]1[cH:3][c:4]2[cH:5][cH:6][c:7]([CH:12]([C:13](=[O:14])[OH:15])[CH3:16])[cH:8][c:9]2[cH:10][cH:11]1)[CH2:21][c:22]1[cH:23][cH:24][cH:25][cH:26][cH:27]1. The reactants are C([O-])([O-])=O.[Cs+].[Cs+] (Cesium carbonate), N#N.CC(C)(OC(=O)N[C@@H](CCCCNC(=O)OCC1=CC=CC=C1)C(=O)O)C (N2 [(1,1-dimethylethoxy)carbonyl]-N6 -[(phenylmethoxy)carbonyl]-L-lysine), CO (methanol), CO (methanol), CI (methyl iodide). The solvent is C(C)(=O)OCC (ethyl acetate). Reaction conditions: time 5 minute. The product is N#N.CC(C)(OC(=O)N[C@@H](CCCCNC(=O)OCC1=CC=CC=C1)C(=O)OC)C (N2 [(1,1-Dimethylethoxy)carbonyl]-N6 -[(phenylmethoxy)carbonyl]-L-lysine, methyl ester). As a reaction SMILES: [C:1](=O)([O-])[O-].[Cs+].[Cs+].[N:7]#[N:8].[CH3:9][C:10]([CH3:35])([O:12][C:13]([NH:15][C@H:16]([C:32]([OH:34])=[O:33])[CH2:17][CH2:18][CH2:19][CH2:20][NH:21][C:22]([O:24][CH2:25][C:26]1[CH:31]=[CH:30][CH:29]=[CH:28][CH:27]=1)=[O:23])=[O:14])[CH3:11].CO.CI>C(OCC)(=O)C>[N:7]#[N:8].[CH3:11][C:10]([CH3:35])([O:12][C:13]([NH:15][C@H:16]([C:32]([O:34][CH3:1])=[O:33])[CH2:17][CH2:18][CH2:19][CH2:20][NH:21][C:22]([O:24][CH2:25][C:26]1[CH:27]=[CH:28][CH:29]=[CH:30][CH:31]=1)=[O:23])=[O:14])[CH3:9] |f:0.1.2,3.4,8.9|. Reported procedure: Cesium carbonate (2.14 g., 6.55 mmole) is added to a mixture of N2 -[(1,1-dimethylethoxy)carbonyl]-N6 -[(phenylmethoxy)carbonyl]-L-lysine (5.0 g., 13.10 mmole) and 20% aqueous methanol (30 ml.). The solution becomes homogeneous after 5 minutes, the methanol is stripped, and the residual water is removed azetropically with acetonitrile (twice). The resulting oil is taken up in dry methylene chloride (10 ml.) and treated with methyl iodide (1.6 ml., 2.0 eq.) at 25° in an argon atmosphere. After 4 ... Starting materials: CC(C)(C)OC(=O)NCC=C(F)CBr, O=C([O-])[O-], C=CCBr, O=C(NC1CCCCC1)c1ccc(O)cc1, [K+], [K+], CN(C)C=O, O. The product is CC(C)(C)OC(=O)NCC=C(F)COc1ccc(C(=O)NC2CCCCC2)cc1. Reaction SMILES: [C:1]([CH3:2])([CH3:3])([CH3:4])[O:5][C:6]([NH:7][CH2:8][CH:9]=[C:10]([CH2:11][Br:12])[F:13])=[O:14].[C:31](=[O:32])([O-:33])[O-:34].[CH2:37]([Br:38])[CH:39]=[CH2:40].[CH:15]1([NH:21][C:22]([c:23]2[cH:24][cH:25][c:26]([OH:29])[cH:27][cH:28]2)=[O:30])[CH2:16][CH2:17][CH2:18][CH2:19][CH2:20]1.[K+:35].[K+:36].[O:41]=[CH:42][N:43]([CH3:44])[CH3:45].[OH2:46]>>[C:1]([CH3:2])([CH3:3])([CH3:4])[O:5][C:6]([NH:7][CH2:8][CH:9]=[C:10]([CH2:11][O:29][c:26]1[cH:25][cH:24][c:23]([C:22]([NH:21][CH:15]2[CH2:16][CH2:17][CH2:18][CH2:19][CH2:20]2)=[O:30])[cH:28][cH:27]1)[F:13])=[O:14]. The reactants are COc1ccc(C2C(CCC(O)c3ccc(OCc4ccc(CBr)cc4)cc3)C(=O)N2c2ccc(F)cc2)cc1, C1CN2CCN1CC2, Cc1ccccc1. Yields the product [Br-], COc1ccc(C2C(CCC(O)c3ccc(OCc4ccc(C[N+]56CCN(CC5)CC6)cc4)cc3)C(=O)N2c2ccc(F)cc2)cc1. RXN SMILES: [Br:1][CH2:2][c:3]1[cH:4][cH:5][c:6]([CH2:7][O:8][c:9]2[cH:10][cH:11][c:12]([CH:15]([CH2:16][CH2:17][CH:18]3[C:19](=[O:37])[N:20]([c:30]4[cH:31][cH:32][c:33]([F:36])[cH:34][cH:35]4)[CH:21]3[c:22]3[cH:23][cH:24][c:25]([O:28][CH3:29])[cH:26][cH:27]3)[OH:38])[cH:13][cH:14]2)[cH:39][cH:40]1.[CH2:41]1[CH2:42][N:43]2[CH2:44][CH2:45][N:46]1[CH2:47][CH2:48]2.[CH3:49][c:50]1[cH:51][cH:52][cH:53][cH:54][cH:55]1>>[Br-:1].[CH2:2]([c:3]1[cH:4][cH:5][c:6]([CH2:7][O:8][c:9]2[cH:10][cH:11][c:12]([CH:15]([CH2:16][CH2:17][CH:18]3[C:19](=[O:37])[N:20]([c:30]4[cH:31][cH:32][c:33]([F:36])[cH:34][cH:35]4)[CH:21]3[c:22]3[cH:23][cH:24][c:25]([O:28][CH3:29])[cH:26][cH:27]3)[OH:38])[cH:13][cH:14]2)[cH:39][cH:40]1)[N+:43]12[CH2:42][CH2:41][N:46]([CH2:45][CH2:44]1)[CH2:47][CH2:48]2. Starting materials: C(C)(C)[N-]C(C)C.[Li+] (lithium diisopropylamide), CC=1C(CCCC1C)=O (2,3-dimethylcyclohexenone), C1CCOC1 (THF), C1CCOC1 (THF). Run at temperature 25 celsius, time 12 hour. Product: CC=1CCC2CCC(C=C2C1C)=O (7,8-Dimethyl-4,4a,5,6-tetrahydro-2(3H)-naphthalenone). Isolated yield 60.0%. RXN SMILES: C([N-][CH:5]([CH3:7])[CH3:6])(C)C.[Li+].C[C:10]1[C:11](=[O:17])[CH2:12][CH2:13][CH2:14][C:15]=1[CH3:16].[CH2:18]1COC[CH2:19]1>>[CH3:18][C:19]1[CH2:16][CH2:15][CH:14]2[C:7]([C:5]=1[CH3:6])=[CH:10][C:11](=[O:17])[CH2:12][CH2:13]2 |f:0.1|. Procedure details: To a stirred solution of lithium diisopropylamide (LDA) (22 mmol) in THF (200 ml) at -78° C. was added a solution of 2,3-dimethylcyclohexenone (2.48 g, 20 mmol) in THF (50 ml). The mixture was warmed to 25° C., and the solvent and the amine were removed under vacuum. The resulting solid was dissolved in THF (400 ml) and the solution cooled to -78° C. To this solution was added MVK (1.8 ml, 22 mmol) in THF (100 ml) over 10 min. The resulting mixture was stirred 12 hr at room temperature, then wor... Starting materials: ice water, ClC1=CC=C(C2=CC=CC=C12)O (4-chloro-1-naphthol), FC1=CC=C(C=C1)C(C)=O (p-fluoroacetophenone), C([O-])([O-])=O.[K+].[K+] (potassium carbonate). The solvent is CC(=O)N(C)C (dimethylacetamide). Run at temperature 150 celsius. The product is ClC1=CC=C(C2=CC=CC=C12)OC1=CC=C(C=C1)C(C)=O (4'-(4-Chloro-1-naphthyloxy)acetophenone). RXN SMILES: [Cl:1][C:2]1[C:11]2[C:6](=[CH:7][CH:8]=[CH:9][CH:10]=2)[C:5]([OH:12])=[CH:4][CH:3]=1.F[C:14]1[CH:19]=[CH:18][C:17]([C:20](=[O:22])[CH3:21])=[CH:16][CH:15]=1.C(=O)([O-])[O-].[K+].[K+]>CC(N(C)C)=O>[Cl:1][C:2]1[C:11]2[C:6](=[CH:7][CH:8]=[CH:9][CH:10]=2)[C:5]([O:12][C:14]2[CH:19]=[CH:18][C:17]([C:20](=[O:22])[CH3:21])=[CH:16][CH:15]=2)=[CH:4][CH:3]=1 |f:2.3.4|. Reported procedure: A mixture of 42.86 g of 4-chloro-1-naphthol, 27.6 g of p-fluoroacetophenone, 33.12 g of potassium carbonate and 200 ml of dimethylacetamide was heated at 150° C., under argon for 18 hours, then poured into ice water, stirred and extracted with ethyl acetate. The extract was washed with 0.5N sodium hydroxide, 0.5N hydrochloric acid, water and brine, dried and evaporated to a residue. This residue was boiled in hexane, then cooled and the intermediate collected to yield the product as white crysta...